The task is: describe an organic reaction: reactants, conditions, products, and yield. This data is from the Open Reaction Database (ORD), a public repository of structured organic reaction records. Reactants: ClC1=NC(=CC(=N1)NC(C)=O)Cl (N-(2,6-dichloro-pyrimidin-4-yl)-acetamide), ClC1=NC(=CC(=N1)NC(C)=O)Cl (N-(2,6-dichloro-pyrimidin-4-yl)-acetamide), C(C)(C)(C)OC(=O)N1CCC(CC1)N (4-amino-piperidine-1-carboxylic acid tert-butyl ester). Run in CN(C)C=O (DMF). Reaction conditions: temperature 130 celsius. The product is C(C)(C)(C)OC(=O)N1CCC(CC1)NC1=NC(=NC(=C1)NC(C)=O)Cl (4-(6-Acetylamino-2-chloro-pyrimidin-4-ylamino)-piperidine-1-carboxylic acid tert-butyl ester). The yield is 8.0%. As a reaction SMILES: [Cl:1][C:2]1[N:7]=[C:6]([NH:8][C:9](=[O:11])[CH3:10])[CH:5]=[C:4](Cl)[N:3]=1.[C:13]([O:17][C:18]([N:20]1[CH2:25][CH2:24][CH:23]([NH2:26])[CH2:22][CH2:21]1)=[O:19])([CH3:16])([CH3:15])[CH3:14]>CN(C=O)C>[C:13]([O:17][C:18]([N:20]1[CH2:25][CH2:24][CH:23]([NH:26][C:4]2[CH:5]=[C:6]([NH:8][C:9](=[O:11])[CH3:10])[N:7]=[C:2]([Cl:1])[N:3]=2)[CH2:22][CH2:21]1)=[O:19])([CH3:16])([CH3:14])[CH3:15]. Procedure details: A mixture of N-(2,6-dichloro-pyrimidin-4-yl)-acetamide (0.7 g, 3.40 mmol, 1.0 equiv; intermediate B1) and 4-amino-piperidine-1-carboxylic acid tert-butyl ester (0.82 g, 4.08 mmol, 1.2 equiv) in anhydrous DMF (6 mL) was heated by microwave irradiation to 130° C. for 4 h. Removal of the solvent under reduced pressure and purification with column chromatography on silica eluting with a gradient of heptane/ethyl acetate (3:1→1:1) provided 0.1 g (8%) of the title compound. 1H NMR (300 MHz, CDCl3): δ ... Run in O1CCOCC1 (dioxane), CN(C)C=O (DMF), [F-].[K+] (potassium fluoride). Run at temperature 80 celsius. Reagents/catalysts: C=1C=CC(=CC1)[P](C=2C=CC=CC2)(C=3C=CC=CC3)[Pd]([P](C=4C=CC=CC4)(C=5C=CC=CC5)C=6C=CC=CC6)([P](C=7C=CC=CC7)(C=8C=CC=CC8)C=9C=CC=CC9)[P](C=1C=CC=CC1)(C=1C=CC=CC1)C=1C=CC=CC1 (Pd(Ph3P)4). Product: C(#N)C=1C=CC(=NC1)C1=CC=C(N=N1)N(C(OC(C)(C)C)=O)CC(C)(C)C1=CC=C(C=C1)F (tert-butyl 6-(5-cyanopyridin-2-yl)pyridazin-3-yl(2-(4-fluorophenyl)-2-methylpropyl)carbamate). Procedure details: To a 20 dram vial was added 2-bromo-5-cyanopyridine (182 mg, 1.0 mmol, 1.0 equiv), hexamethylditin (639 mg, 1.1 mmol, 1.1 equiv), Cl2Pd(Ph3P)2 (91 mg, 0.13 mmol, 0.13 equiv), triphenylarsine (34 mg, 0.11 mmol, 0.11 equiv), and dioxane (7 mL). The reaction mixture was stirred and heated to 80° C. for 12 h. The reaction was then concentrated, followed by the addition of tert-butyl 6-bromopyridazin-3-yl(2-(4-fluorophenyl)-2-methylpropyl)carbamate (423 mg, 1.0 mmol, 1.0 equiv), Pd(Ph3P)4 (172 mg, 0.... The reactants are BrC1=NC=C(C=C1)C#N (2-bromo-5-cyanopyridine), C[Sn](C)C.C[Sn](C)C (hexamethylditin), Cl2Pd(Ph3P)2, C1(=CC=CC=C1)[As](C1=CC=CC=C1)C1=CC=CC=C1 (triphenylarsine), BrC1=CC=C(N=N1)N(C(OC(C)(C)C)=O)CC(C)(C)C1=CC=C(C=C1)F (tert-butyl 6-bromopyridazin-3-yl(2-(4-fluorophenyl)-2-methylpropyl)carbamate). As a reaction SMILES: Br[C:2]1[CH:7]=[CH:6][C:5]([C:8]#[N:9])=[CH:4][N:3]=1.C[Sn](C)C.C[Sn](C)C.C1([As](C2C=CC=CC=2)C2C=CC=CC=2)C=CC=CC=1.Br[C:38]1[N:43]=[N:42][C:41]([N:44]([CH2:52][C:53]([C:56]2[CH:61]=[CH:60][C:59]([F:62])=[CH:58][CH:57]=2)([CH3:55])[CH3:54])[C:45](=[O:51])[O:46][C:47]([CH3:50])([CH3:49])[CH3:48])=[CH:40][CH:39]=1>[F-].[K+].C1C=CC([P]([Pd]([P](C2C=CC=CC=2)(C2C=CC=CC=2)C2C=CC=CC=2)([P](C2C=CC=CC=2)(C2C=CC=CC=2)C2C=CC=CC=2)[P](C2C=CC=CC=2)(C2C=CC=CC=2)C2C=CC=CC=2)(C2C=CC=CC=2)C2C=CC=CC=2)=CC=1.CN(C=O)C.O1CCOCC1>[C:8]([C:5]1[CH:6]=[CH:7][C:2]([C:38]2[N:43]=[N:42][C:41]([N:44]([CH2:52][C:53]([C:56]3[CH:57]=[CH:58][C:59]([F:62])=[CH:60][CH:61]=3)([CH3:54])[CH3:55])[C:45](=[O:51])[O:46][C:47]([CH3:48])([CH3:49])[CH3:50])=[CH:40][CH:39]=2)=[N:3][CH:4]=1)#[N:9] |f:1.2,5.6,^1:10,14,68,70,89,108|. The reactants are CC1(OCCO1)C1=CC=C(S1)CN1N=CC(=N1)N (2-[5-(2-methyl-[1,3]dioxolan-2-yl)-thiophen-2-ylmethyl]-2H-[1,2,3]triazol-4-ylamine), CC=1OC(=C(N1)C(=O)O)C1=CC=CC=C1 (2-methyl-5-phenyl-oxazole-4-carboxylic acid). Yields the product C(C)(=O)C1=CC=C(S1)CN1N=CC(=N1)NC(=O)C=1N=C(OC1C1=CC=CC=C1)C (2-Methyl-5-phenyl-oxazole-4-carboxylic acid [2-(5-acetyl-thiophen-2-ylmethyl)-2H-[1,2,3]triazol-4-yl]-amide). Reaction SMILES: [CH3:1][C:2]1([C:7]2[S:11][C:10]([CH2:12][N:13]3[N:17]=[C:16]([NH2:18])[CH:15]=[N:14]3)=[CH:9][CH:8]=2)[O:6]CCO1.[CH3:19][C:20]1[O:21][C:22]([C:28]2[CH:33]=[CH:32][CH:31]=[CH:30][CH:29]=2)=[C:23]([C:25](O)=[O:26])[N:24]=1>>[C:2]([C:7]1[S:11][C:10]([CH2:12][N:13]2[N:17]=[C:16]([NH:18][C:25]([C:23]3[N:24]=[C:20]([CH3:19])[O:21][C:22]=3[C:28]3[CH:29]=[CH:30][CH:31]=[CH:32][CH:33]=3)=[O:26])[CH:15]=[N:14]2)=[CH:9][CH:8]=1)(=[O:6])[CH3:1]. Reported procedure: Following general procedure A followed by B, starting from 2-[5-(2-methyl-[1,3]dioxolan-2-yl)-thiophen-2-ylmethyl]-2H-[1,2,3]triazol-4-ylamine and 2-methyl-5-phenyl-oxazole-4-carboxylic acid. Reactants: N1=CNC2=C1C=CC=C2 (benzimidazole), C(C=C)(=O)OC (methyl acrylate). Reagents/catalysts: C1CCC2=NCCCN2CC1 (DBU). Run in O1CCCC1 (tetrahydrofuran). Yields the product N1(C=NC2=C1C=CC=C2)CCC(=O)OC (Methyl 3-(1-Benzimidazolyl)propionate). Isolated yield 91.5%. As a reaction SMILES: [N:1]1[C:5]2[CH:6]=[CH:7][CH:8]=[CH:9][C:4]=2[NH:3][CH:2]=1.[C:10]([O:14][CH3:15])(=[O:13])[CH:11]=[CH2:12]>C1CCN2C(=NCCC2)CC1.O1CCCC1>[N:1]1([CH2:12][CH2:11][C:10]([O:14][CH3:15])=[O:13])[C:5]2[CH:6]=[CH:7][CH:8]=[CH:9][C:4]=2[N:3]=[CH:2]1. Procedure details: A solution of 10.0 g (84 mmol) of benzimidazole, 22.7 ml (250 mmol) of methyl acrylate and 3 drops of DBU in 50 ml of tetrahydrofuran was heated at reflux for 2 days. The resulting solution was concentrated in vacuo, and the residue was purified by silica gel chromatography using 3% methanol in chloroform to provide 15.7 g (92%) of the desired compound (Rf 0.58, 10% methanol in chloroform). Product: C(C1=CC=CC=C1)(=O)C=1NC2=CC(=CC=C2C1CC(=O)NC)Cl ((2-Benzoyl-6-chloro-1H-indol-3-yl)-N-methylacetamide). The reactants are C(C1=CC=CC=C1)(=O)C=1NC2=CC(=CC=C2C1CC(=O)O)Cl ((2-benzoyl-6-chloro-1H-indol-3-yl)acetic acid), Cl.CN (methylamine hydrochloride). Reported procedure: The title compound was prepared according to the procedure described in Example 43 from (2-benzoyl-6-chloro-1H-indol-3-yl)acetic acid (Example 2) and methylamine hydrochloride. RXN SMILES: [C:1]([C:9]1[NH:10][C:11]2[C:16]([C:17]=1[CH2:18][C:19](O)=[O:20])=[CH:15][CH:14]=[C:13]([Cl:22])[CH:12]=2)(=[O:8])[C:2]1[CH:7]=[CH:6][CH:5]=[CH:4][CH:3]=1.Cl.[CH3:24][NH2:25]>>[C:1]([C:9]1[NH:10][C:11]2[C:16]([C:17]=1[CH2:18][C:19]([NH:25][CH3:24])=[O:20])=[CH:15][CH:14]=[C:13]([Cl:22])[CH:12]=2)(=[O:8])[C:2]1[CH:7]=[CH:6][CH:5]=[CH:4][CH:3]=1 |f:1.2|. The reactants are COC(=O)c1cn(-c2ccnc3cc(C(F)(F)F)ccc23)c2ccccc12, CC(C)OC(C)C, [Li+], C1CCOC1, [OH-], O, O. Product: O=C(O)c1cn(-c2ccnc3cc(C(F)(F)F)ccc23)c2ccccc12. As a reaction SMILES: [CH3:4][O:5][C:6](=[O:7])[c:8]1[cH:9][n:10](-[c:17]2[cH:18][cH:19][n:20][c:21]3[cH:22][c:23]([C:27]([F:28])([F:29])[F:30])[cH:24][cH:25][c:26]23)[c:11]2[cH:12][cH:13][cH:14][cH:15][c:16]12.[CH:37]([O:38][CH:39]([CH3:40])[CH3:41])([CH3:42])[CH3:43].[Li+:3].[O:31]1[CH2:32][CH2:33][CH2:34][CH2:35]1.[OH-:2].[OH2:1].[OH2:36]>>[O:5]=[C:6]([OH:7])[c:8]1[cH:9][n:10](-[c:17]2[cH:18][cH:19][n:20][c:21]3[cH:22][c:23]([C:27]([F:28])([F:29])[F:30])[cH:24][cH:25][c:26]23)[c:11]2[cH:12][cH:13][cH:14][cH:15][c:16]12. The reactants are C(C)OC(C(CC1=C(C=C(C=C1)OCC=1N=C(OC1C)C1=CC(=CC(=C1)C)C)C)OCC)=O ([rac]-3-{4-[2-(3,5-dimethyl-phenyl)-5-methyl-oxazol-4-ylmethoxy]-2-methyl-phenyl}-2-ethoxy-propionic acid ethyl ester), [Li+].[OH-] (LiOH). Product: CC=1C=C(C=C(C1)C)C=1OC(=C(N1)COC1=CC(=C(C=C1)CC(C(=O)O)OCC)C)C ([rac]-3-{4-[2-(3,5-dimethyl-phenyl)-5-methyl-oxazol-4-ylmethoxy]-2-methyl-phenyl}-2-ethoxy-propionic acid). Reaction SMILES: C([O:3][C:4](=[O:33])[CH:5]([O:30][CH2:31][CH3:32])[CH2:6][C:7]1[CH:12]=[CH:11][C:10]([O:13][CH2:14][C:15]2[N:16]=[C:17]([C:21]3[CH:26]=[C:25]([CH3:27])[CH:24]=[C:23]([CH3:28])[CH:22]=3)[O:18][C:19]=2[CH3:20])=[CH:9][C:8]=1[CH3:29])C.[Li+].[OH-]>>[CH3:28][C:23]1[CH:22]=[C:21]([C:17]2[O:18][C:19]([CH3:20])=[C:15]([CH2:14][O:13][C:10]3[CH:11]=[CH:12][C:7]([CH2:6][CH:5]([O:30][CH2:31][CH3:32])[C:4]([OH:33])=[O:3])=[C:8]([CH3:29])[CH:9]=3)[N:16]=2)[CH:26]=[C:25]([CH3:27])[CH:24]=1 |f:1.2|. Reported procedure: In analogy to the procedure described in example 1 g], [rac]-3-{4-[2-(3,5-dimethyl-phenyl)-5-methyl-oxazol-4-ylmethoxy]-2-methyl-phenyl}-2-ethoxy-propionic acid ethyl ester was treated with LiOH to obtain [rac]-3-{4-[2-(3,5-dimethyl-phenyl)-5-methyl-oxazol-4-ylmethoxy]-2-methyl-phenyl}-2-ethoxy-propionic acid as colorless liquid, which can be separated into its antipodes by methods known in the art, such as separation of the antipodes via diastereomeric salts by crystallization with optically pu... The reactants are FC(CNC(NC1=NN(C=C1)CCCCC(=O)N)=S)(F)F (5-(3-[3-(2,2,2-trifluoroethyl)thioureido]pyrazol-1-yl)valeramide), mercuric oxide, N (ammonia). The solvent is C(C)O (ethyl alcohol). Conditions: time 1 hour. Product: FC(CN=C(NC1=NN(C=C1)CCCCC(=O)N)N)(F)F (5-[3-(2-[2,2,2-trifluoroethyl]guanidino)pyrazol-1-yl]valeramide). RXN SMILES: [F:1][C:2]([F:21])([F:20])[CH2:3][NH:4][C:5](=S)[NH:6][C:7]1[CH:11]=[CH:10][N:9]([CH2:12][CH2:13][CH2:14][CH2:15][C:16]([NH2:18])=[O:17])[N:8]=1.[NH3:22]>C(O)C>[F:1][C:2]([F:21])([F:20])[CH2:3][N:4]=[C:5]([NH2:22])[NH:6][C:7]1[CH:11]=[CH:10][N:9]([CH2:12][CH2:13][CH2:14][CH2:15][C:16]([NH2:18])=[O:17])[N:8]=1. Reported procedure: To a solution of 5-(3-[3-(2,2,2-trifluoroethyl)thioureido]pyrazol-1-yl)valeramide (0.5 g.) in 6 M ammonia in ethyl alcohol (6 ml.) was added mercuric oxide (0.56 g.) over 5 minutes. The mixture was stirred for 1 hour and filtered. The filtrate was evaporated in vacuo to an oil which was dissolved in EtOAc. Addition of petroleum ether (b.p. 60°-80°) gave 5-[3-(2-[2,2,2-trifluoroethyl]guanidino)pyrazol-1-yl]valeramide as a crystalline solid, m.p. 128°-132°. The reactants are OOS(=O)[O-].[K+] (Oxone), monopersulfate, O (Water), OC1=CC=C2C(C(CSC2=C1)(C)C1=CC=C(C=C1)O)CCCOC1=CC=C(C=C1)OCCSCCCC(C(F)(F)F)(F)F ((3RS,4RS)-7-hydroxy-3-(4-hydroxyphenyl)-3-methyl-4-{3-{4-[2-(4,4,5,5,5-pentafluoropentylthio)ethoxy]phenoxy}propyl}thiochroman), O (Water). Reagents/catalysts: O (water). The solvent is O1CCCC1 (tetrahydrofuran). Conditions: temperature 0 celsius, time 1 hour. Product: OC1=CC=C2C(C(CSC2=C1)(C)C1=CC=C(C=C1)O)CCCOC1=CC=C(C=C1)OCCS(=O)CCCC(C(F)(F)F)(F)F ((3RS,4RS)-7-hydroxy-3-(4-hydroxyphenyl)-3-methyl-4-{3-{4-[2-(4,4,5,5,5-pentafluoropentylsulfinyl)ethoxy]phenoxy}propyl}thiochroman). Yield: 57.0%. Reaction SMILES: [OH:1][C:2]1[CH:11]=[C:10]2[C:5]([CH:6]([CH2:20][CH2:21][CH2:22][O:23][C:24]3[CH:29]=[CH:28][C:27]([O:30][CH2:31][CH2:32][S:33][CH2:34][CH2:35][CH2:36][C:37]([F:43])([F:42])[C:38]([F:41])([F:40])[F:39])=[CH:26][CH:25]=3)[C:7]([C:13]3[CH:18]=[CH:17][C:16]([OH:19])=[CH:15][CH:14]=3)([CH3:12])[CH2:8][S:9]2)=[CH:4][CH:3]=1.[OH:44]OS([O-])=O.[K+].O>O1CCCC1.O>[OH:1][C:2]1[CH:11]=[C:10]2[C:5]([CH:6]([CH2:20][CH2:21][CH2:22][O:23][C:24]3[CH:29]=[CH:28][C:27]([O:30][CH2:31][CH2:32][S:33]([CH2:34][CH2:35][CH2:36][C:37]([F:43])([F:42])[C:38]([F:39])([F:40])[F:41])=[O:44])=[CH:26][CH:25]=3)[C:7]([C:13]3[CH:18]=[CH:17][C:16]([OH:19])=[CH:15][CH:14]=3)([CH3:12])[CH2:8][S:9]2)=[CH:4][CH:3]=1 |f:1.2|. Procedure details: (3RS,4RS)-7-Hydroxy-3-(4-hydroxyphenyl)-3-methyl-4-{3-{4-[2-(4,4,5,5,5-pentafluoropentylthio)ethoxy]phenoxy}propyl}thiochroman (11) prepared in Step 8 (110 mg, 0.17 mmol) was dissolved in tetrahydrofuran (5 ml), which was then cooled down to 0° C. Oxone® (monopersulfate compound; DuPont product) (63 mg, 0.1 mmol) and water (3 drops) were added thereto, and the resulting mixture was stirred for 1 hour. Water (2 drops was further added, and the mixture was stirred for 1 hour. Water was added to th...